From a dataset of the Open Reaction Database (ORD), a public repository of structured organic reaction records. describe an organic reaction: reactants, conditions, products, and yield Starting materials: CN(C=O)C (N,N-Dimethylformamide), ClCCOC1=C(C=C2C(=CC=NC2=C1)OC=1C(=NC2=CC=CC=C2C1)C)OC (7-(2-chloro-ethoxy)-6-methoxy-4-(2-methyl-quinolin-3-yloxy)-quinoline), ClCCOC1=C(C=C2C(=CC=NC2=C1)OC=1C(=NC2=CC=CC=C2C1)C)OC (7-(2-chloro-ethoxy)-6-methoxy-4-(2-methyl-quinolin-3-yloxy)-quinoline), C([O-])([O-])=O.[K+].[K+] (potassium carbonate), [I-].[Na+] (sodium iodide). Run in O (water). Run at temperature 80 celsius, time 3 day. Yields the product COC=1C=C2C(=CC=NC2=CC1OCCN(C)C)OC=1C(=NC2=CC=CC=C2C1)C ({2-[6-Methoxy-4-(2-methyl-quinolin-3-yloxy)-quinolin-7-yloxy]-ethyl}-dimethyl-amine). Isolated yield 33.0%. As a reaction SMILES: [CH3:1][N:2]([CH3:5])[CH:3]=O.ClC[CH2:8][O:9][C:10]1[CH:19]=[C:18]2[C:13]([C:14]([O:20][C:21]3[C:22]([CH3:31])=[N:23][C:24]4[C:29]([CH:30]=3)=[CH:28][CH:27]=[CH:26][CH:25]=4)=[CH:15][CH:16]=[N:17]2)=[CH:12][C:11]=1[O:32][CH3:33].C(=O)([O-])[O-].[K+].[K+].[I-].[Na+]>O>[CH3:33][O:32][C:11]1[CH:12]=[C:13]2[C:18](=[CH:19][C:10]=1[O:9][CH2:8][CH2:3][N:2]([CH3:5])[CH3:1])[N:17]=[CH:16][CH:15]=[C:14]2[O:20][C:21]1[C:22]([CH3:31])=[N:23][C:24]2[C:29]([CH:30]=1)=[CH:28][CH:27]=[CH:26][CH:25]=2 |f:2.3.4,5.6|. Procedure: N,N-Dimethylformamide (2.5 ml) was added to 7-(2-chloro-ethoxy)-6-methoxy-4-(2-methyl-quinolin-3-yloxy)-quinoline (compound 353) (100 mg), potassium carbonate (500 mg), sodium iodide (20 mg), and water (0.05 ml), and the mixture was stirred at 80° C. for 3 days. The solvent was removed by distillation under the reduced pressure, water was added to the residue, and the mixture was extracted with chloroform. The chloroform layer was washed with water and was then dried over anhydrous sodium sulfat... Starting materials: Cl.Cl.ClC=1C=C(C(=NC1)C(=O)N)OC[C@@H]1NCCC1 ((R)-5-chloro-3-(pyrrolidin-2-ylmethoxy)picolinamide dihydrochloride), FC([C@@H]1CC[C@H](CC1)C(=O)O)(F)F (trans-4-(trifluoromethyl)cyclohexanecarboxylic acid), N1C(=CC2=CC=CC=C12)C(=O)O (indole-2-carboxylic acid). The product is ClC=1C=C(C(=NC1)C(=O)N)OC[C@@H]1N(CCC1)C(=O)[C@@H]1CC[C@H](CC1)C(F)(F)F (5-chloro-3-(((R)-1-(trans-4-(trifluoromethyl)cyclohexanecarbonyl)pyrrolidin-2-yl)methoxy)picolinamide). As a reaction SMILES: Cl.Cl.[Cl:3][C:4]1[CH:5]=[C:6]([O:13][CH2:14][C@H:15]2[CH2:19][CH2:18][CH2:17][NH:16]2)[C:7]([C:10]([NH2:12])=[O:11])=[N:8][CH:9]=1.[F:20][C:21]([F:32])([F:31])[C@H:22]1[CH2:27][CH2:26][C@H:25]([C:28](O)=[O:29])[CH2:24][CH2:23]1.N1C2C(=CC=CC=2)C=C1C(O)=O>>[Cl:3][C:4]1[CH:5]=[C:6]([O:13][CH2:14][C@H:15]2[CH2:19][CH2:18][CH2:17][N:16]2[C:28]([C@H:25]2[CH2:24][CH2:23][C@H:22]([C:21]([F:20])([F:31])[F:32])[CH2:27][CH2:26]2)=[O:29])[C:7]([C:10]([NH2:12])=[O:11])=[N:8][CH:9]=1 |f:0.1.2|. Procedure: The title compound was prepared according to the procedure described in Step 1 of EXAMPLE 3 using (R)-5-chloro-3-(pyrrolidin-2-ylmethoxy)picolinamide dihydrochloride (EXAMPLE 29 Step 5) and trans-4-(trifluoromethyl)cyclohexanecarboxylic acid instead of (R)-3-(pyrrolidin-2-ylmethoxy)picolinamide dihydrochloride and indole-2-carboxylic acid. Starting materials: [N+](=O)([O-])C=1C=C2C=CNC2=CC1 (5-nitroindole), N1CCCC1 (pyrrolidine), C(=O)(OC(C)(C)C)N1CCC(CC1)=O (N-Boc-4-piperidone). The solvent is C(C)O (ethanol). Product: [N+](=O)([O-])C=1C=C2C(=CNC2=CC1)C1=CCN(CC1)C(=O)OC(C)(C)C (tert-Butyl 4-(5-nitro-1H-indol-3-yl)-5,6-dihydropyridine-1(2H)-carboxylate). The yield is 99.2%. Reaction SMILES: [N+:1]([C:4]1[CH:5]=[C:6]2[C:10](=[CH:11][CH:12]=1)[NH:9][CH:8]=[CH:7]2)([O-:3])=[O:2].N1CCCC1.[C:18]([N:25]1[CH2:30][CH2:29][C:28](=O)[CH2:27][CH2:26]1)([O:20][C:21]([CH3:24])([CH3:23])[CH3:22])=[O:19]>C(O)C>[N+:1]([C:4]1[CH:5]=[C:6]2[C:10](=[CH:11][CH:12]=1)[NH:9][CH:8]=[C:7]2[C:28]1[CH2:29][CH2:30][N:25]([C:18]([O:20][C:21]([CH3:24])([CH3:23])[CH3:22])=[O:19])[CH2:26][CH:27]=1)([O-:3])=[O:2]. Reported procedure: A solution of 5-nitroindole (38) (2.0 g, 12.334 mmol) in dry ethanol (20 mL) was treated with pyrrolidine (3.08 mL, 37.002 mmol) followed by N-Boc-4-piperidone (4.91 g, 24.668 mmol) at room temperature and the resulting solution was refluxed for 3 days. The reaction was brought to room temperature, the solvent was evaporated and the crude product was purified by column chromatography (ethyl acetate:hexanes, 1:3) to obtain compound 85 (4.2 g, quantitative) as a solid. mp 210-212° C.; 1H NMR (DMSO... Reactants: O=C1NC=2C=C(C=CC2C2=C1SC=C2)C#N (4-oxo-4,5-dihydrothieno[2,3-c]quinoline-7-carbonitrile), P(=O)(Cl)(Cl)Cl (phosphorus oxychloride). Solvent: C(C)#N (acetonitrile). Product: ClC1=NC=2C=C(C=CC2C2=C1SC=C2)C#N (4-chlorothieno[2,3-c]quinoline-7-carbonitrile). Yield: 89.3%. As a reaction SMILES: O=[C:2]1[C:11]2[S:12][CH:13]=[CH:14][C:10]=2[C:9]2[CH:8]=[CH:7][C:6]([C:15]#[N:16])=[CH:5][C:4]=2[NH:3]1.P(Cl)(Cl)([Cl:19])=O>C(#N)C>[Cl:19][C:2]1[C:11]2[S:12][CH:13]=[CH:14][C:10]=2[C:9]2[CH:8]=[CH:7][C:6]([C:15]#[N:16])=[CH:5][C:4]=2[N:3]=1. Reported procedure: 4-oxo-4,5-dihydrothieno[2,3-c]quinoline-7-carbonitrile (1.0 eq, 1.22 g, 5.40 mmol) was stirred under reflux in acetonitrile (12 ml) and phosphorus oxychloride (5.0 eq, 2.5 ml, 26.8 mmol) for 6 hours. The volatiles were removed in vacuo, water and ice were added. The resulting solid was filtered, washed with water and dried to afford 4-chlorothieno[2,3-c]quinoline-7-carbonitrile as a light brown solid (1.18 g, 90% yield). LCMS (ES)>95% pure, m/z 245 [M+1]+. Reactants: CC1=CC=C(C=C1)N[C@@H](C(C)C)C(=O)O (N-(4-methylphenyl)valine), m-phenoxybenzyl ester, ClC1=CC=C(C=C1)N[C@@H](C(C)C)C(=O)O (N-(4-chlorophenyl)valine). Yields the product m-phenoxybenzyl ester, CN([C@@H](C(C)C)C(=O)O)C1=CC=C(C=C1)Cl (N-methyl,N-(4-chlorophenyl)valine). As a reaction SMILES: [Cl:1][C:2]1[CH:7]=[CH:6][C:5]([NH:8][C@H:9]([C:13]([OH:15])=[O:14])[CH:10]([CH3:12])[CH3:11])=[CH:4][CH:3]=1.[CH3:16]C1C=CC(N[C@H](C(O)=O)C(C)C)=CC=1>>[CH3:16][N:8]([C:5]1[CH:4]=[CH:3][C:2]([Cl:1])=[CH:7][CH:6]=1)[C@H:9]([C:13]([OH:15])=[O:14])[CH:10]([CH3:12])[CH3:11]. Procedure: Each of the m-phenoxybenzyl ester of N-(4-chlorophenyl)valine and N-(4-methylphenyl)valine is methylated using the procedure of Example 2 to yield the m-phenoxybenzyl ester of N-methyl,N-(4-chlorophenyl)valine, MS m/e 423 (M+), and the m-phenoxybenzyl ester of N-methyl,N-(4-methylphenyl)valine, MS m/e 403.2 (M+). The reactants are Cc1c(Cl)nc(NCCc2ccccc2)c(=O)n1CC(=O)O, [K+], [OH-], O. Product: Cc1cnc(NCCc2ccccc2)c(=O)n1CC(=O)O. RXN SMILES: [Cl:1][c:2]1[n:3][c:4]([NH:14][CH2:15][CH2:16][c:17]2[cH:18][cH:19][cH:20][cH:21][cH:22]2)[c:5](=[O:13])[n:6]([CH2:9][C:10](=[O:11])[OH:12])[c:7]1[CH3:8].[K+:24].[OH-:23].[OH2:25]>>[cH:2]1[n:3][c:4]([NH:14][CH2:15][CH2:16][c:17]2[cH:18][cH:19][cH:20][cH:21][cH:22]2)[c:5](=[O:13])[n:6]([CH2:9][C:10](=[O:11])[OH:12])[c:7]1[CH3:8]. Product: CC(C)(C)OC(=O)NC1CCC(CCN2CCN(c3nccc4occc34)CC2)CC1. RXN SMILES: [C:1]([CH3:2])([CH3:3])([CH3:4])[O:5][C:6]([NH:7][CH:8]1[CH2:9][CH2:10][CH:11]([CH2:14][CH:15]=[O:16])[CH2:12][CH2:13]1)=[O:17].[CH3:42][OH:43].[Cl:38][CH2:39][CH2:40][Cl:41].[N:18]1([c:24]2[n:25][cH:26][cH:27][c:28]3[c:29]2[cH:30][cH:31][o:32]3)[CH2:19][CH2:20][NH:21][CH2:22][CH2:23]1.[Na+:37].[O-:33][C:34]([OH:35])=[O:36]>>[C:1]([CH3:2])([CH3:3])([CH3:4])[O:5][C:6]([NH:7][CH:8]1[CH2:9][CH2:10][CH:11]([CH2:14][CH2:15][N:21]2[CH2:20][CH2:19][N:18]([c:24]3[n:25][cH:26][cH:27][c:28]4[c:29]3[cH:30][cH:31][o:32]4)[CH2:23][CH2:22]2)[CH2:12][CH2:13]1)=[O:17]. Starting materials: CC(C)(C)OC(=O)NC1CCC(CC=O)CC1, CO, ClCCCl, c1cc2occc2c(N2CCNCC2)n1, [Na+], O=C([O-])O. Reactants: ClC1=C(C=C(C(=O)OC)C=C1)CN1N=C(C=C1)NC(=O)C1=C(C=CC=C1F)F (methyl 4-chloro-3-[(3-{[(2,6-difluorophenyl)carbonyl]amino}-1H-pyrazol-1-yl)methyl]benzoate), Intermediate 23, [OH-].[Na+] (sodium hydroxide). Run in CO (methanol). Conditions: time 4 hour. Yields the product ClC1=C(C=C(C(=O)O)C=C1)CN1N=C(C=C1)NC(=O)C1=C(C=CC=C1F)F (4-Chloro-3-[(3-{[(2,6-difluorophenyl)carbonyl]amino}-1H-pyrazol-1-yl)methyl]benzoic acid). Reaction SMILES: [Cl:1][C:2]1[CH:11]=[CH:10][C:5]([C:6]([O:8]C)=[O:7])=[CH:4][C:3]=1[CH2:12][N:13]1[CH:17]=[CH:16][C:15]([NH:18][C:19]([C:21]2[C:26]([F:27])=[CH:25][CH:24]=[CH:23][C:22]=2[F:28])=[O:20])=[N:14]1.[OH-].[Na+]>CO>[Cl:1][C:2]1[CH:11]=[CH:10][C:5]([C:6]([OH:8])=[O:7])=[CH:4][C:3]=1[CH2:12][N:13]1[CH:17]=[CH:16][C:15]([NH:18][C:19]([C:21]2[C:26]([F:27])=[CH:25][CH:24]=[CH:23][C:22]=2[F:28])=[O:20])=[N:14]1 |f:1.2|. Procedure: To a solution of methyl 4-chloro-3-[(3-{[(2,6-difluorophenyl)carbonyl]amino}-1H-pyrazol-1-yl)methyl]benzoate (for a preparation see Intermediate 23)(0.95 g, 2.34 mmol) in methanol (20 ml) was added sodium hydroxide (2.4 ml, 4.80 mmol). The reaction was stirred for 4 h, under nitrogen, at ambient temperature. The solvent was evaporated in vacuo, and the residue partitioned between diethyl ether (60 ml) and 2N aqueous HCl (50 ml). The residue was insoluble and the diethyl ether was removed in vacu... Starting materials: [H-].[Na+] (NaH), FC=1C=C(C=C(C1F)F)CO ((3,4,5-trifluorophenyl)methanol), FC(C(=O)O)(F)F.ClC1=NC(N2C(N(CCC2)C)=C1)=O (8-chloro-1-methyl-3,4-dihydro-1H-pyrimido[1,6-a]pyrimidin-6(2H)-one trifluoroacetic acid salt). Run in CN(C)C=O (DMF). Reaction conditions: time 5 minute. Product: CN1C=2N(CCC1)C(N=C(C2)OCC2=CC(=C(C(=C2)F)F)F)=O (1-methyl-8-((3,4,5-trifluorobenzyl)oxy)-3,4-dihydro-1H-pyrimido[1,6-a]pyrimidin-6(2H)-one), C(=O)(C(F)(F)F)O (TFA). The yield is 11.3%. As a reaction SMILES: [H-].[Na+].[F:3][C:4]1[CH:5]=[C:6]([CH2:12][OH:13])[CH:7]=[C:8]([F:11])[C:9]=1[F:10].[F:14][C:15]([F:20])([F:19])[C:16]([OH:18])=[O:17].Cl[C:22]1[CH:32]=[C:26]2[N:27]([CH3:31])[CH2:28][CH2:29][CH2:30][N:25]2[C:24](=[O:33])[N:23]=1>CN(C=O)C>[CH3:31][N:27]1[CH2:28][CH2:29][CH2:30][N:25]2[C:24](=[O:33])[N:23]=[C:22]([O:13][CH2:12][C:6]3[CH:5]=[C:4]([F:3])[C:9]([F:10])=[C:8]([F:11])[CH:7]=3)[CH:32]=[C:26]12.[C:16]([OH:18])([C:15]([F:20])([F:19])[F:14])=[O:17] |f:0.1,3.4|. Procedure details: To a solution of NaH (38.3 mg, 0.956 mmol) in DMF (2 mL) was added (3,4,5-trifluorophenyl)methanol (65 mg, 0.401 mmol) at rt. The reaction mixture was stirred for 5 mins at rt, and then 8-chloro-1-methyl-3,4-dihydro-1H-pyrimido[1,6-a]pyrimidin-6(2H)-one trifluoroacetic acid salt (100 mg, 0.319 mmol) was added. The reaction mixture was stirred for another 1 h at rt, quenched with water and then filtered to give clear solution. The solution was purified by MDAP (0.3% TFA in water/MeCN) to afford t...